Dataset: the Open Reaction Database (ORD), a public repository of structured organic reaction records. Task: describe an organic reaction: reactants, conditions, products, and yield Reactants: O=C1CCC(=O)N1Br, ClC(Cl)Cl, CCc1cc(-c2ncc(C(F)(F)F)cc2Cl)n2ncnc2n1, O. Product: CC(Br)c1cc(-c2ncc(C(F)(F)F)cc2Cl)n2ncnc2n1. As a reaction SMILES: [Br:1][N:2]1[C:3](=[O:4])[CH2:5][CH2:6][C:7]1=[O:8].[CH:32]([Cl:33])([Cl:34])[Cl:35].[Cl:9][c:10]1[c:11](-[c:20]2[cH:21][c:22]([CH2:29][CH3:30])[n:23][c:24]3[n:25]2[n:26][cH:27][n:28]3)[n:12][cH:13][c:14]([C:16]([F:17])([F:18])[F:19])[cH:15]1.[OH2:31]>>[Br:1][CH:29]([c:22]1[cH:21][c:20](-[c:11]2[c:10]([Cl:9])[cH:15][c:14]([C:16]([F:17])([F:18])[F:19])[cH:13][n:12]2)[n:25]2[c:24]([n:23]1)[n:28][cH:27][n:26]2)[CH3:30]. The reactants are BrC1=C2C(=C3N(C2=CC(=C1)F)CCCC3CC(=O)OC)SC3=CC=C(C=C3)Cl ((+/−)-Methyl [1-bromo-10-[(4-chlorophenyl)sulfanyl]-3-fluoro-6,7,8,9-tetrahydropyrido[1,2-a]indol-9-yl]acetate), C1CCOC1.CO (THF MeOH), [Li+].[OH-] (LiOH). The solvent is CC(=O)O (AcOH). Reaction conditions: time 2 hour. Yields the product BrC1=C2C(=C3N(C2=CC(=C1)F)CCCC3CC(=O)O)SC3=CC=C(C=C3)Cl ((+/−)-[1-Bromo-10-[(4-chlorophenyl)sulfanyl]-3-fluoro-6,7,8,9-tetrahydropyrido[1,2-a]indol-9-yl]acetic acid). Isolated yield 45.8%. Reaction SMILES: [Br:1][C:2]1[CH:10]=[C:9]([F:11])[CH:8]=[C:7]2[C:3]=1[C:4]([S:21][C:22]1[CH:27]=[CH:26][C:25]([Cl:28])=[CH:24][CH:23]=1)=[C:5]1[CH:15]([CH2:16][C:17]([O:19]C)=[O:18])[CH2:14][CH2:13][CH2:12][N:6]12.C1COCC1.CO.[Li+].[OH-]>CC(O)=O>[Br:1][C:2]1[CH:10]=[C:9]([F:11])[CH:8]=[C:7]2[C:3]=1[C:4]([S:21][C:22]1[CH:23]=[CH:24][C:25]([Cl:28])=[CH:26][CH:27]=1)=[C:5]1[CH:15]([CH2:16][C:17]([OH:19])=[O:18])[CH2:14][CH2:13][CH2:12][N:6]12 |f:1.2,3.4|. Procedure details: To a solution of the ester of Step 6 (45 mg) in a THF/MeOH (3:1) mixture at r.t. was added 1N LiOH (aqueous solution). The reaction mixture was stirred at r.t. for 2 h and AcOH was added. The aqueous layer was extracted with EtOAc and the combined organic layers were dried over Na2SO4 and concentrated. The residue was swished in EtOAc to provide 20 mg of the title compound as a white solid. Reactants: NC1CCN(CC1)C (4-amino-1-methylpiperidine), C(C(=O)[O-])(=O)[O-] (oxalate), C1(CCC(C)O1)=O (γ-valerolactone), C([O-])([O-])=O.[K+].[K+] (potassium carbonate). Solvent: C(Cl)Cl (methylene chloride), O (water). Yields the product C(C(=O)O)(=O)O.OCCCCC(=O)NC1CCN(CC1)C (5-Hydroxy-N-(1-methylpiperidin-4-yl)-valeric acid amide oxalate). Isolated yield 56.0%. RXN SMILES: [NH2:1][CH:2]1[CH2:7][CH2:6][N:5]([CH3:8])[CH2:4][CH2:3]1.[C:9]1(=[O:15])O[CH:12]([CH3:13])[CH2:11][CH2:10]1.C(=O)([O-])[O-:17].[K+].[K+].[C:22]([O-:27])(=[O:26])[C:23]([O-:25])=[O:24]>C(Cl)Cl.O>[C:22]([OH:27])(=[O:26])[C:23]([OH:25])=[O:24].[OH:17][CH2:13][CH2:12][CH2:11][CH2:10][C:9]([NH:1][CH:2]1[CH2:7][CH2:6][N:5]([CH3:8])[CH2:4][CH2:3]1)=[O:15] |f:2.3.4,8.9|. Procedure details: 5.3 g. (0.05 mole) 4-amino-1-methylpiperidine are heated with 5.4 ml. (0.06 mole) γ-valerolactone for 48 hours at 90° C. The reaction mixture is dissolved in 50 ml. water and shaken up with methylene chloride. The aqueous phase is rendered alkaline with potassium carbonate and extracted with n-butanol. The crude base is dissolved in ethanol, 3 g. oxalic acid are added thereto, insolubles are filtered off and the filtrate is distilled off. There are obtained 8.5 g. of the oxalate of the title com...